Dataset: the Open Reaction Database (ORD), a public repository of structured organic reaction records. Task: describe an organic reaction: reactants, conditions, products, and yield Starting materials: C(C1=CC=CC=C1)OC=1C(=CC(=C2C=CC=NC12)Cl)CC=O ([8-(benzyloxy)-5-chloroquinolin-7-yl]acetaldehyde), solution, N1(CCOCC1)CC1=CC=C(C=C1)[Mg]Br ([4-(4-morpholinylmethyl)phenyl]magnesium bromide). Run in O1CCCC1 (tetrahydrofuran), O1CCCC1 (tetrahydrofuran). Reaction conditions: temperature 0 celsius, time 30 minute. Product: C(C1=CC=CC=C1)OC=1C(=CC(=C2C=CC=NC12)Cl)CC(O)C1=CC=C(C=C1)CN1CCOCC1 (2-[8-(Benzyloxy)-5-chloroquinolin-7-yl]-1-[4-(morpholin-4-ylmethyl)phenyl]ethanol). Yield: 12.0%. RXN SMILES: [CH2:1]([O:8][C:9]1[C:10]([CH2:20][CH:21]=[O:22])=[CH:11][C:12]([Cl:19])=[C:13]2[C:18]=1[N:17]=[CH:16][CH:15]=[CH:14]2)[C:2]1[CH:7]=[CH:6][CH:5]=[CH:4][CH:3]=1.[N:23]1([CH2:29][C:30]2[CH:35]=[CH:34][C:33]([Mg]Br)=[CH:32][CH:31]=2)[CH2:28][CH2:27][O:26][CH2:25][CH2:24]1>O1CCCC1>[CH2:1]([O:8][C:9]1[C:10]([CH2:20][CH:21]([C:33]2[CH:32]=[CH:31][C:30]([CH2:29][N:23]3[CH2:28][CH2:27][O:26][CH2:25][CH2:24]3)=[CH:35][CH:34]=2)[OH:22])=[CH:11][C:12]([Cl:19])=[C:13]2[C:18]=1[N:17]=[CH:16][CH:15]=[CH:14]2)[C:2]1[CH:7]=[CH:6][CH:5]=[CH:4][CH:3]=1. Procedure: To a stirring solution of [8-(benzyloxy)-5-chloroquinolin-7-yl]acetaldehyde (12.50 mmol) in tetrahydrofuran (100 mL) at 0° C. was dropwise added a 0.25M solution of [4-(4-morpholinylmethyl)phenyl]magnesium bromide in tetrahydrofuran (12.50 mmol, 1.0 eq.) and stirring at 0° C. was continued for 30 min. The reaction mixture was then allowed to warm to room temperature and was stirred 20 min then quenched with saturated aqueous sodium bicarbonate solution (100 mL). After stirring 5 min the reaction...